This data is from the Open Reaction Database (ORD), a public repository of structured organic reaction records. The task is: describe an organic reaction: reactants, conditions, products, and yield The reactants are O=C([O-])[O-], Cc1noc(-c2ccc(Cl)nn2)n1, [K+], [K+], c1ccc2c(c1)CC1(CCNCC1)O2. Product: Cc1noc(-c2ccc(N3CCC4(CC3)Cc3ccccc3O4)nn2)n1. Reaction SMILES: [C:28](=[O:29])([O-:30])[O-:31].[Cl:1][c:2]1[n:3][n:4][c:5](-[c:8]2[n:9][c:10]([CH3:13])[n:11][o:12]2)[cH:6][cH:7]1.[K+:32].[K+:33].[NH:14]1[CH2:15][CH2:16][C:17]2([O:18][c:19]3[c:20]([cH:22][cH:23][cH:24][cH:25]3)[CH2:21]2)[CH2:26][CH2:27]1>>[c:2]1([N:14]2[CH2:15][CH2:16][C:17]3([O:18][c:19]4[c:20]([cH:22][cH:23][cH:24][cH:25]4)[CH2:21]3)[CH2:26][CH2:27]2)[n:3][n:4][c:5](-[c:8]2[n:9][c:10]([CH3:13])[n:11][o:12]2)[cH:6][cH:7]1. The reactants are C(C)OC(=O)C=1C2=C(NC1)CCCCC2=O (4-oxo-1,4,5,6,7,8-hexahydro-cyclohepta(b)pyrrole-3-carboxylic acid ethyl ester), NC=CC=O (3-amino-prop-2-enal), C(C)(=O)[O-].[NH4+] (ammonium acetate). The solvent is C(C)N(CC)CC (triethylamine), ClCCl (dichloromethane), C(=O)(O)[O-].[Na+] (NaHCO3). Reaction conditions: temperature 110 celsius. Yields the product C(C)OC(=O)C1=CNC=2CCCC3=C(C12)N=CC=C3 (3,4,5,6-tetrahydro-3,10-diaza-benzo[e]azulene-1-carboxylic acid ethyl ester). Yield: 19.7%. Reaction SMILES: [CH2:1]([O:3][C:4]([C:6]1[C:7]2[C:15](=O)[CH2:14][CH2:13][CH2:12][CH2:11][C:8]=2[NH:9][CH:10]=1)=[O:5])[CH3:2].[NH2:17][CH:18]=[CH:19][CH:20]=O.C([O-])(=O)C.[NH4+]>C(N(CC)CC)C.ClCCl.C([O-])(O)=O.[Na+]>[CH2:1]([O:3][C:4]([C:6]1[C:7]2[C:15]3[N:17]=[CH:18][CH:19]=[CH:20][C:14]=3[CH2:13][CH2:12][CH2:11][C:8]=2[NH:9][CH:10]=1)=[O:5])[CH3:2] |f:2.3,6.7|. Reported procedure: A mixture of 4-oxo-1,4,5,6,7,8-hexahydro-cyclohepta(b)pyrrole-3-carboxylic acid ethyl ester (7.0 g, 31.67 mmol), 3-amino-prop-2-enal (3.37 g, 47.5 mmol) and ammonium acetate (365 mg, 4.75 mmol) in triethylamine (7 mL) is heated at 110° C. for 4 h. It is cooled to room temperature and the solid residue is dissolved in 100 mL dichloromethane and 100 mL sat. NaHCO3 solution. Layers are separated and the aqueous phase is extracted with 4:1 DCM/2-propanol (4×100 mL). Combined organic layers are dried... The product is COC(=O)CCCCCCCCCSC1=CC=C(C(=O)O)C=C1 (4-(9-Methoxycarbonyl nonylsulfanyl) benzoic acid). Conditions: time 3 day. Isolated yield 100.0%. RXN SMILES: [SH:1][C:2]1[CH:10]=[CH:9][C:5]([C:6]([OH:8])=[O:7])=[CH:4][CH:3]=1.CCN(C(C)C)C(C)C.Br[CH2:21][CH2:22][CH2:23][CH2:24][CH2:25][CH2:26][CH2:27][CH2:28][CH2:29][C:30]([O:32][CH3:33])=[O:31].Cl.[Na+].[Cl-]>C1COCC1.CO.CCOC(C)=O>[CH3:33][O:32][C:30]([CH2:29][CH2:28][CH2:27][CH2:26][CH2:25][CH2:24][CH2:23][CH2:22][CH2:21][S:1][C:2]1[CH:10]=[CH:9][C:5]([C:6]([OH:8])=[O:7])=[CH:4][CH:3]=1)=[O:31] |f:4.5|. Solvent: CCOC(=O)C (AcOEt), CO (methanol), C1CCOC1 (THF), C1CCOC1 (THF). Reactants: Cl (HCl), SC1=CC=C(C(=O)O)C=C1 (4-Mercaptobenzoic acid), [Na+].[Cl-] (NaCl), CCN(C(C)C)C(C)C (DIEA), BrCCCCCCCCCC(=O)OC (methyl 10-bromodecanoate). Procedure: 4-Mercaptobenzoic acid (2.0 g, 13 mmol) was placed in THF (25 ml). DIEA (3.7 g, 28.5 mmol) was added followed by a solution of methyl 10-bromodecanoate (3.44 g, 13 mmol) in THF (10 ml). After 1 h the solvent was removed under vacuum to yield a slurry, which was stored at rt for 3 days. AcOEt (100 ml) and 1 N HCl (50 ml) were added, but the precipitate did not dissolve very well. Sat. NaCl was added and then methanol in order to aid phase separation. The aqueous phase was removed, and DCM was add... The reactants are C(C)(C)(C)C=1C=C(C=C(C1O)C(C)(C)C)C=1NC(NC1CC)=S (4-(3,5-di-tert-butyl-4-hydroxyphenyl)-5-ethyl-2-thioxo-4-imidazoline). Reagents/catalysts: [Ni] (Raney nickel). The solvent is C(C)O (ethanol). Yields the product C(C)(C)(C)C=1C=C(C=C(C1O)C(C)(C)C)C=1N=CNC1CC (4-(3,5-di-tert-butyl-4-hydroxyphenyl)-5-ethylimidazole). Isolated yield 49.8%. As a reaction SMILES: [C:1]([C:5]1[CH:6]=[C:7]([C:16]2[NH:17][C:18](=S)[NH:19][C:20]=2[CH2:21][CH3:22])[CH:8]=[C:9]([C:12]([CH3:15])([CH3:14])[CH3:13])[C:10]=1[OH:11])([CH3:4])([CH3:3])[CH3:2]>[Ni].C(O)C>[C:12]([C:9]1[CH:8]=[C:7]([C:16]2[N:17]=[CH:18][NH:19][C:20]=2[CH2:21][CH3:22])[CH:6]=[C:5]([C:1]([CH3:2])([CH3:3])[CH3:4])[C:10]=1[OH:11])([CH3:13])([CH3:14])[CH3:15]. Procedure details: By following the same procedure as in Example 17 using 2 g of 4-(3,5-di-tert-butyl-4-hydroxyphenyl)-5-ethyl-2-thioxo-4-imidazoline, 50 ml of absolute ethanol, and 1 g of a Raney nickel catalyst and recrystallizing the reaction product from toluene, 0.9 g of 4-(3,5-di-tert-butyl-4-hydroxyphenyl)-5-ethylimidazole was obtained. Reactants: C(C)(=O)O (acetic acid), C(#N)C1=CC=C(C=C1)N(C(C(F)(F)F)=O)C1=CC=CC=2CC(CCC12)=O (N-(4-cyanophenyl)-2,2,2-trifluoro-N-(5,6,7,8-tetrahydro-6-oxo-1-naphthyl)acetamide), [H-].[Na+] (NaH), C(#N)C(=O)OC (methyl cyanoformate). Solvent: C1CCOC1 (THF), C1CCOC1 (THF). Run at time 30 minute. Product: C(#N)C1=CC=C(C=C1)N(C(C(F)(F)F)=O)C1=C2CCC(=C(C2=CC=C1)C(=O)OC)O (methyl 5-(N-(4-cyanophenyl)-2,2,2-trifluoroacetamido)-3,4-dihydro-2-hydroxy-1-naphthalene carboxylate). Yield: 47.0%. As a reaction SMILES: [C:1]([C:3]1[CH:8]=[CH:7][C:6]([N:9]([C:16]2[C:25]3[CH2:24][CH2:23][C:22](=[O:26])[CH2:21][C:20]=3[CH:19]=[CH:18][CH:17]=2)[C:10](=[O:15])[C:11]([F:14])([F:13])[F:12])=[CH:5][CH:4]=1)#[N:2].[H-].[Na+].C([C:31]([O:33][CH3:34])=[O:32])#N.C(O)(=O)C>C1COCC1>[C:1]([C:3]1[CH:8]=[CH:7][C:6]([N:9]([C:16]2[CH:17]=[CH:18][CH:19]=[C:20]3[C:25]=2[CH2:24][CH2:23][C:22]([OH:26])=[C:21]3[C:31]([O:33][CH3:34])=[O:32])[C:10](=[O:15])[C:11]([F:13])([F:12])[F:14])=[CH:5][CH:4]=1)#[N:2] |f:1.2|. Procedure details: A solution of N-(4-cyanophenyl)-2,2,2-trifluoro-N-(5,6,7,8-tetrahydro-6-oxo-1-naphthyl)acetamide (1.17 g, 3.27 mmol) in THF (15 ml) was added dropwise over a 15 minute period to a stirred suspension of 80% NaH (0.30 g, 10 mmol) (Aldrich) in methyl cyanoformate (1.5 ml, 19 mmol) (Aldrich) and THF (15 ml) under nitrogen. The reaction mixture was stirred 30 minutes at room temperature then quenched with acetic acid (0.7 ml, 12 mmol). The solution was concentrated in vacuo onto silica gel (3 g) and ... Starting materials: ClC(Cl)Cl, O=[Mn]=O, CCn1c(CO)cc2cc(Oc3nc4ccccc4s3)ccc21. The product is CCn1c(C=O)cc2cc(Oc3nc4ccccc4s3)ccc21. As a reaction SMILES: [Cl:24][CH:25]([Cl:26])[Cl:27].[O:28]=[Mn:29]=[O:30].[s:1]1[c:2]([O:10][c:11]2[cH:12][c:13]3[cH:14][c:15]([CH2:22][OH:23])[n:16]([CH2:20][CH3:21])[c:17]3[cH:18][cH:19]2)[n:3][c:4]2[c:5]1[cH:6][cH:7][cH:8][cH:9]2>>[s:1]1[c:2]([O:10][c:11]2[cH:12][c:13]3[cH:14][c:15]([CH:22]=[O:23])[n:16]([CH2:20][CH3:21])[c:17]3[cH:18][cH:19]2)[n:3][c:4]2[c:5]1[cH:6][cH:7][cH:8][cH:9]2.